describe an organic reaction: reactants, conditions, products, and yield From a dataset of the Open Reaction Database (ORD), a public repository of structured organic reaction records. Reactants: Cc1nc2n(c1C=O)-c1ccc(Cl)cc1C(c1ccccc1Cl)=NC2, c1ccccc1. Product: Cc1cn2c(n1)CN=C(c1ccccc1Cl)c1cc(Cl)ccc1-2. Reaction SMILES: [Cl:1][c:2]1[cH:3][cH:4][c:5]2[c:6]([cH:25]1)[C:7]([c:18]1[c:19]([Cl:24])[cH:20][cH:21][cH:22][cH:23]1)=[N:8][CH2:9][c:10]1[n:11]-2[c:12]([CH:16]=[O:17])[c:13]([CH3:15])[n:14]1.[cH:26]1[cH:27][cH:28][cH:29][cH:30][cH:31]1>>[Cl:1][c:2]1[cH:3][cH:4][c:5]2[c:6]([cH:25]1)[C:7]([c:18]1[c:19]([Cl:24])[cH:20][cH:21][cH:22][cH:23]1)=[N:8][CH2:9][c:10]1[n:11]-2[cH:12][c:13]([CH3:15])[n:14]1.